describe an organic reaction: reactants, conditions, products, and yield From a dataset of the Open Reaction Database (ORD), a public repository of structured organic reaction records. Reaction conditions: temperature 80 celsius, time 8 hour. As a reaction SMILES: [NH:1]1[C:5]2=[N:6][CH:7]=[CH:8][CH:9]=[C:4]2[CH:3]=[C:2]1[C:10]([NH2:12])=O.N#N.[H-].[H-].[H-].[H-].[Li+].[Al+3]>C1COCC1>[NH:1]1[C:5]2=[N:6][CH:7]=[CH:8][CH:9]=[C:4]2[CH:3]=[C:2]1[CH2:10][NH2:12] |f:2.3.4.5.6.7|. Solvent: C1CCOC1 (THF). Yields the product N1C(=CC=2C1=NC=CC2)CN ((1H-Pyrrolo[2,3-b]pyridin-2-yl)methanamine). Reactants: N1C(=CC=2C1=NC=CC2)C(=O)N (1H-pyrrolo[2,3-b]pyridine-2-carboxamide), N#N (N2), [H-].[H-].[H-].[H-].[Li+].[Al+3] (LiAlH4). Procedure details: To a solution of 1H-pyrrolo[2,3-b]pyridine-2-carboxamide (H-2) (805 mg, 5.0 mmol) in dried THF (10 mL) at 0° C. under 1 atm of N2 was slowly added LiAlH4 (570 mg, 15 mmol). The mixture was stirred at 80° C. overnight. The mixture was then cooled to 0° C. concentrated, and then purified by chromatography on silica gel to afford the title compound (720 mg). MS (m/z): 148 (M+1)+. The yield is 97.8%.